This data is from the Open Reaction Database (ORD), a public repository of structured organic reaction records. The task is: describe an organic reaction: reactants, conditions, products, and yield The reactants are ClC1=CC=C(C=C1)C=1OC(=C(N1)CC(=O)O)OC1=CC(=CC=C1)[N+](=O)[O-] (2-p-chlorophenyl-5-m-nitrophenoxy-4-oxazoleacetic acid), S(O)(O)(=O)=O (sulfuric acid), CO (methanol). The product is ClC1=CC=C(C=C1)C=1OC(=C(N1)CC(=O)OC)OC1=CC(=CC=C1)[N+](=O)[O-] (Methyl 2-p-chlorophenyl-5-m-nitrophenoxy-4-oxazoleacetate). RXN SMILES: [Cl:1][C:2]1[CH:7]=[CH:6][C:5]([C:8]2[O:9][C:10]([O:17][C:18]3[CH:23]=[CH:22][CH:21]=[C:20]([N+:24]([O-:26])=[O:25])[CH:19]=3)=[C:11]([CH2:13][C:14]([OH:16])=[O:15])[N:12]=2)=[CH:4][CH:3]=1.S(=O)(=O)(O)O.[CH3:32]O>>[Cl:1][C:2]1[CH:7]=[CH:6][C:5]([C:8]2[O:9][C:10]([O:17][C:18]3[CH:23]=[CH:22][CH:21]=[C:20]([N+:24]([O-:26])=[O:25])[CH:19]=3)=[C:11]([CH2:13][C:14]([O:16][CH3:32])=[O:15])[N:12]=2)=[CH:4][CH:3]=1. Procedure: To a solution of 1.0 g of 2-p-chlorophenyl-5-m-nitrophenoxy-4-oxazoleacetic acid in 20 ml of methanol was added 0.02 ml of concentrated sulfuric acid. The mixture was refluxed under heating for 45 minutes on a mantle heater. After the completion of reaction, the solvent was distilled off under reduced pressure. To the residue were added ice-cold water and potassium carbonate, and the mixture was extracted with ethyl acetate. After the organic layer was concentrated, recrystallization of the resi...